From a dataset of the Open Reaction Database (ORD), a public repository of structured organic reaction records. describe an organic reaction: reactants, conditions, products, and yield Reactants: O=[N+]([O-])c1ccc(Cn2cc(-c3ccc(Cl)cc3Cl)nc2Cc2ccc(Br)cc2)cc1, COC(=O)CBr. Yields the product COC(=O)CNc1ccc(Cn2cc(-c3ccc(Cl)cc3Cl)nc2Cc2ccc(Br)cc2)cc1. Reaction SMILES: [Br:1][c:2]1[cH:3][cH:4][c:5]([CH2:6][c:7]2[n:8]([CH2:20][c:21]3[cH:22][cH:23][c:24]([N+:27]([O-:28])=[O:29])[cH:25][cH:26]3)[cH:9][c:10](-[c:12]3[c:13]([Cl:19])[cH:14][c:15]([Cl:18])[cH:16][cH:17]3)[n:11]2)[cH:30][cH:31]1.[Br:32][CH2:33][C:34](=[O:35])[O:36][CH3:37]>>[Br:1][c:2]1[cH:3][cH:4][c:5]([CH2:6][c:7]2[n:8]([CH2:20][c:21]3[cH:22][cH:23][c:24]([NH:27][CH2:33][C:34](=[O:35])[O:36][CH3:37])[cH:25][cH:26]3)[cH:9][c:10](-[c:12]3[c:13]([Cl:19])[cH:14][c:15]([Cl:18])[cH:16][cH:17]3)[n:11]2)[cH:30][cH:31]1. The reactants are ICS(=O)(=O)C1=CC=C(C=C1)NC(C)=O (N-[p-(iodomethylsulfonyl)-phenyl]acetamide), S(O)(O)(=O)=O (sulfuric acid). Yields the product ICS(=O)(=O)C1=CC=C(N)C=C1 (p-(iodomethylsulfonyl)aniline). As a reaction SMILES: [I:1][CH2:2][S:3]([C:6]1[CH:11]=[CH:10][C:9]([NH:12]C(=O)C)=[CH:8][CH:7]=1)(=[O:5])=[O:4].S(=O)(=O)(O)O>>[I:1][CH2:2][S:3]([C:6]1[CH:11]=[CH:10][C:9]([NH2:12])=[CH:8][CH:7]=1)(=[O:4])=[O:5]. Procedure details: A mixture of 63.7 g. of N-[p-(iodomethylsulfonyl)-phenyl]acetamide and 360 ml. of 5.5 N sulfuric acid is stirred and heated at reflux until all of the solid dissolves. After cooling, the crude, solid product separates; it is collected, washed with cold water and air-dried. After crystallization from methanol, 26 g. of p-(iodomethylsulfonyl)aniline is obtained; m.p. 169.5°-72° C. Starting materials: FC=1C=C(C(=O)O)C=C(C1NCC1=CC=C(C=C1)OC)F (3,5-difluoro-4-(4-methoxy-benzylamino)-benzoic acid), N1CCOCC1 (morpholine). Yields the product FC=1C=C(C=C(C1NCC1=CC=C(C=C1)OC)F)C(=O)N1CCOCC1 ([3,5-Difluoro-4-(4-methoxy-benzylamino)-phenyl]-morpholin-4-yl-methanone). RXN SMILES: [F:1][C:2]1[CH:3]=[C:4]([CH:8]=[C:9]([F:21])[C:10]=1[NH:11][CH2:12][C:13]1[CH:18]=[CH:17][C:16]([O:19][CH3:20])=[CH:15][CH:14]=1)[C:5]([OH:7])=O.[NH:22]1[CH2:27][CH2:26][O:25][CH2:24][CH2:23]1>>[F:21][C:9]1[CH:8]=[C:4]([C:5]([N:22]2[CH2:27][CH2:26][O:25][CH2:24][CH2:23]2)=[O:7])[CH:3]=[C:2]([F:1])[C:10]=1[NH:11][CH2:12][C:13]1[CH:18]=[CH:17][C:16]([O:19][CH3:20])=[CH:15][CH:14]=1. Procedure: Using 3,5-difluoro-4-(4-methoxy-benzylamino)-benzoic acid (95.4 mg) obtained in Step B in Example 1-D-24 and morpholine (33.8 μl) instead of 1-ethyl-piperazine, in the same manner as Step C in Example 1-D-24, the desired compound was obtained as a crude product (111 mg, 94%).